From a dataset of the Open Reaction Database (ORD), a public repository of structured organic reaction records. describe an organic reaction: reactants, conditions, products, and yield Reactants: 1-azatricyclo[3.3.1.13,7]decanes, anhydride, ClC(=O)OCC (ethyl chloroformate), BrC=1C=NC=C(C(=O)O)C1 (5-bromonicotinic acid), BrC=1C=NC=C(C(=O)O)C1 (5-bromonicotinic acid), [H-].[Al+3].[Li+].[H-].[H-].[H-] (lithium aluminum hydride). The solvent is C1CCOC1 (THF). Product: BrC=1C=C(C=NC1)CO (5-bromo-3-hydroxymethylpyridine). RXN SMILES: [Br:1][C:2]1[CH:3]=[N:4][CH:5]=[C:6]([CH:10]=1)[C:7](O)=[O:8].ClC(OCC)=O.[H-].[Al+3].[Li+].[H-].[H-].[H-]>C1COCC1>[Br:1][C:2]1[CH:10]=[C:6]([CH2:7][OH:8])[CH:5]=[N:4][CH:3]=1 |f:2.3.4.5.6.7|. Reported procedure: The manner in which certain 5-substituted-3-pyridyl compounds of the present invention can be synthetically produced can vary. For example, 3-(5-bromo-3-pyridyl)- containing compounds can be prepared using a combination of synthetic techniques known in the art. 2-[3-(5-bromopyridiyl)]- substituted analogs of the 1-azatricyclo[3.3.1.13,7]decanes can all be prepared starting from 5-bromonicotinic acid, which is commercially available from Aldrich Chemical Co. The 5-bromonicotinic acid is converted... Yields the product COC1=CC=C(CSC2=C(C#N)C=C(C=C2)C(F)(F)F)C=C1 (2-(4'-methoxybenzylthio)-5-trifluoromethylbenzonitrile). Reported procedure: A solution of p-methoxybenzylmercaptan (20.0 g, 0.13 mol) and sodium methoxide (7.0 g) in N,N-dimethylformamide (55 ml) was added dropwise with stirring under a nitrogen atmosphere to a solution of 4-chloro-3-cyanobenzotrifluoride (26.7 g, 0.13 mol) in N,N-dimethylformamide (35 ml) cooled in an ice bath. After stirring for 2 hours at room temperature, the reaction mixture was poured into ice-water and extracted several times with dichloromethane. The combined organic extracts were dried (sodium ... RXN SMILES: [CH3:1][O:2][C:3]1[CH:10]=[CH:9][C:6]([CH2:7][SH:8])=[CH:5][CH:4]=1.C[O-].[Na+].Cl[C:15]1[CH:20]=[CH:19][C:18]([C:21]([F:24])([F:23])[F:22])=[CH:17][C:16]=1[C:25]#[N:26]>CN(C)C=O>[CH3:1][O:2][C:3]1[CH:10]=[CH:9][C:6]([CH2:7][S:8][C:15]2[CH:20]=[CH:19][C:18]([C:21]([F:22])([F:24])[F:23])=[CH:17][C:16]=2[C:25]#[N:26])=[CH:5][CH:4]=1 |f:1.2|. Starting materials: ClC1=C(C=C(C=C1)C(F)(F)F)C#N (4-chloro-3-cyanobenzotrifluoride), ice water, COC1=CC=C(CS)C=C1 (p-methoxybenzylmercaptan), C[O-].[Na+] (sodium methoxide). Run at time 2 hour. Run in CN(C=O)C (N,N-dimethylformamide), CN(C=O)C (N,N-dimethylformamide). Starting materials: CN(Cc1cc(Nc2cc(Br)cn(C)c2=O)nn1C)C1COC1, CC(=O)OCc1c(B2OC(C)(C)C(C)(C)O2)cc(F)cc1N1CCc2c(sc3c2CC(C)(C)C3)C1=O, CC(=O)[O-], CC#N, [Na+]. Yields the product CC(=O)OCc1c(-c2cc(Nc3cc(CN(C)C4COC4)n(C)n3)c(=O)n(C)c2)cc(F)cc1N1CCc2c(sc3c2CC(C)(C)C3)C1=O. RXN SMILES: [Br:1][c:2]1[cH:3][c:4]([NH:10][c:11]2[n:12][n:13]([CH3:23])[c:14]([CH2:16][N:17]([CH:18]3[CH2:19][O:20][CH2:21]3)[CH3:22])[cH:15]2)[c:5](=[O:9])[n:6]([CH3:8])[cH:7]1.[C:24]([CH3:25])(=[O:26])[O:27][CH2:28][c:29]1[c:30]([N:45]2[C:46](=[O:59])[c:47]3[s:48][c:49]4[c:53]([c:54]3[CH2:55][CH2:56]2)[CH2:52][C:51]([CH3:57])([CH3:58])[CH2:50]4)[cH:31][c:32]([F:44])[cH:33][c:34]1[B:35]1[O:36][C:37]([CH3:38])([CH3:39])[C:40]([CH3:41])([CH3:42])[O:43]1.[C:60]([O-:61])(=[O:62])[CH3:63].[CH3:65][C:66]#[N:67].[Na+:64]>>[c:2]1(-[c:34]2[c:29]([CH2:28][O:27][C:24]([CH3:25])=[O:26])[c:30]([N:45]3[C:46](=[O:59])[c:47]4[s:48][c:49]5[c:53]([c:54]4[CH2:55][CH2:56]3)[CH2:52][C:51]([CH3:57])([CH3:58])[CH2:50]5)[cH:31][c:32]([F:44])[cH:33]2)[cH:3][c:4]([NH:10][c:11]2[n:12][n:13]([CH3:23])[c:14]([CH2:16][N:17]([CH:18]3[CH2:19][O:20][CH2:21]3)[CH3:22])[cH:15]2)[c:5](=[O:9])[n:6]([CH3:8])[cH:7]1.